Dataset: the Open Reaction Database (ORD), a public repository of structured organic reaction records. Task: describe an organic reaction: reactants, conditions, products, and yield Starting materials: [Cr](=O)(=O)([O-])O[Cr](=O)(=O)[O-].[NH+]1=CC=CC=C1.[NH+]1=CC=CC=C1 (Pyridinium dichromate), CC(C)(C)[Si](OCCC1(CCC=CC1O)CC)(C1=CC=CC=C1)C1=CC=CC=C1 (6-[2-[[(1,1-dimethylethyl)diphenylsilyl]oxy]ethyl]-6-ethyl-2-cyclohexenol), 2L. Solvent: CN(C=O)C (N,N-dimethylformamide), [Cl-].[Na+].O (brine). Reaction conditions: time 1 hour. Product: CC(C)(C)[Si](OCCC1(CCC=CC1=O)CC)(C1=CC=CC=C1)C1=CC=CC=C1 (6-[2-[[(1,1-Dimethylethyl)diphenylsilyl]oxy]ethyl]-6-ethyl-2-cyclohexenone). The yield is 87.8%. Reaction SMILES: [Cr](O[Cr]([O-])(=O)=O)([O-])(=O)=O.[NH+]1C=CC=CC=1.[NH+]1C=CC=CC=1.[CH3:22][C:23]([Si:26]([C:45]1[CH:50]=[CH:49][CH:48]=[CH:47][CH:46]=1)([C:39]1[CH:44]=[CH:43][CH:42]=[CH:41][CH:40]=1)[O:27][CH2:28][CH2:29][C:30]1([CH2:37][CH3:38])[CH:35]([OH:36])[CH:34]=[CH:33][CH2:32][CH2:31]1)([CH3:25])[CH3:24]>CN(C)C=O.[Cl-].[Na+].O>[CH3:22][C:23]([Si:26]([C:39]1[CH:44]=[CH:43][CH:42]=[CH:41][CH:40]=1)([C:45]1[CH:46]=[CH:47][CH:48]=[CH:49][CH:50]=1)[O:27][CH2:28][CH2:29][C:30]1([CH2:37][CH3:38])[C:35](=[O:36])[CH:34]=[CH:33][CH2:32][CH2:31]1)([CH3:24])[CH3:25] |f:0.1.2,5.6.7|. Reported procedure: Pyridinium dichromate (64.45 g, 171.33 mmol) was added to a solution of 6-[2-[[(1,1-dimethylethyl)diphenylsilyl]oxy]ethyl]-6-ethyl-2-cyclohexenol (56.01 g, 137.06 mmol) in 274 mL of dry N,N-dimethylformamide at 0° C. under nitrogen. After 1 hour, the reaction was poured into 2L of brine and extracted with 10×500 mL of ether. The ethereal solutions were concentrated in vacuo and flash chromatographed in two batches (95 mm column, 51/2 inches of silica gel, 8% ethyl acetate in petroleum ether elue...